From a dataset of the Open Reaction Database (ORD), a public repository of structured organic reaction records. describe an organic reaction: reactants, conditions, products, and yield Reactants: BrC=1C(N(C=C(N1)Br)C=1C=C(C(=O)OC)C=CC1C)=O (3-(3,5-dibromo-2-oxo-2H-pyrazin-1-yl)-4-methyl-benzoic acid, methyl ester), CN1CC(NCC1)C1=CC=CC=C1 (1-methyl-3-phenyl-piperazine), C(C)(C)N(C(C)C)CC (N,N-diisopropylethylamine), C1=CCC=CC1 (1,4-cyclohexadiene), C(C)(C)[Mg]Cl (iso-propylmagnesium chloride), C1(CC1)N (cyclopropylamine). The reagents and catalysts are [Pd] (palladium on carbon), [Pd] (palladium on carbon). Solvent: O1CCCC1 (tetrahydrofuran), O1CCCC1 (tetrahydrofuran), O1CCCC1 (tetrahydrofuran). Reaction conditions: temperature 100 celsius, time 10 minute. Yields the product C1(CC1)NC(C1=CC(=C(C=C1)C)N1C(C(=NC=C1)N1C(CN(CC1)C)C1=CC=CC=C1)=O)=O (N-cyclopropyl-4-methyl-3-(4-methyl-3′-oxo-2-phenyl-3,4,5,6-tetrahydro-2H,3′H-[1,2′]bipyrazinyl-4′-yl)-benzamide), 3-(6′-Bromo-4-methyl-3′-oxo-2-phenyl-3,4,5,6-tetrahydro-2H,3′H-1-[1,2′]bipyrazinyl-4′-yl)-N-cyclopropyl-4-methyl-benzamide. RXN SMILES: Br[C:2]1[C:3](=[O:20])[N:4]([C:9]2[CH:10]=[C:11]([CH:16]=[CH:17][C:18]=2[CH3:19])[C:12]([O:14]C)=O)[CH:5]=[C:6](Br)[N:7]=1.[CH3:21][N:22]1[CH2:27][CH2:26][NH:25][CH:24]([C:28]2[CH:33]=[CH:32][CH:31]=[CH:30][CH:29]=2)[CH2:23]1.C([N:37](CC)[CH:38]([CH3:40])[CH3:39])(C)C.C1CC=CCC=1.C1(N)CC1.C([Mg]Cl)(C)C>[Pd].O1CCCC1>[CH:38]1([NH:37][C:12](=[O:14])[C:11]2[CH:16]=[CH:17][C:18]([CH3:19])=[C:9]([N:4]3[CH:5]=[CH:6][N:7]=[C:2]([N:25]4[CH2:26][CH2:27][N:22]([CH3:21])[CH2:23][CH:24]4[C:28]4[CH:29]=[CH:30][CH:31]=[CH:32][CH:33]=4)[C:3]3=[O:20])[CH:10]=2)[CH2:40][CH2:39]1. Procedure details: A mixture of 3-(3,5-dibromo-2-oxo-2H-pyrazin-1-yl)-4-methyl-benzoic acid, methyl ester (Example 1b, 115 mg), 1-methyl-3-phenyl-piperazine (77 mg), N,N-diisopropylethylamine (0.1 mL) and tetrahydrofuran (1 mL) was heated within a microwave for 30 minutes at 100° C. before being cooled to room temperature. The mixture was transferred to a mixture of palladium on carbon (10%, 50 mg) and tetrahydrofuran (1 mL) and 1,4-cyclohexadiene (1 mL) was added. The mixture was heated under atmosphere of nitrog... Yield: 40.2%. The product is C(C)(C)(C)O[C@H](C(=O)OCC)C1=C(C2=CC=CC=C2C(=C1C)C(N)=O)OS(=O)(=O)C(F)(F)F ((S)-ethyl 2-tert-butoxy-2-(4-carbamoyl-3-methyl-1-(trifluoromethylsulfonyloxy)naphthalen-2-yl)acetate). RXN SMILES: Br[C:2]1[C:11]2[C:6](=[CH:7][CH:8]=[CH:9][CH:10]=2)[C:5]([O:12][S:13]([C:16]([F:19])([F:18])[F:17])(=[O:15])=[O:14])=[C:4]([C@H:20]([O:26][C:27]([CH3:30])([CH3:29])[CH3:28])[C:21]([O:23][CH2:24][CH3:25])=[O:22])[C:3]=1[CH3:31].C([Li])(C)(C)C.C[Si]([N:41]=[C:42]=[O:43])(C)C.CC(O)=O>C1COCC1.C([O-])(O)=O.[Na+].O.CCO>[C:27]([O:26][C@@H:20]([C:4]1[C:3]([CH3:31])=[C:2]([C:42](=[O:43])[NH2:41])[C:11]2[C:6](=[CH:7][CH:8]=[CH:9][CH:10]=2)[C:5]=1[O:12][S:13]([C:16]([F:19])([F:17])[F:18])(=[O:15])=[O:14])[C:21]([O:23][CH2:24][CH3:25])=[O:22])([CH3:29])([CH3:30])[CH3:28] |f:5.6|. Run in CCO (EtOH), C1CCOC1 (THF), C(=O)(O)[O-].[Na+] (NaHCO3), O (H2O). Run at temperature 23 celsius, time 1 hour. Reactants: BrC1=C(C(=C(C2=CC=CC=C12)OS(=O)(=O)C(F)(F)F)[C@@H](C(=O)OCC)OC(C)(C)C)C ((S)-ethyl 2-(4-bromo-3-methyl-1 (trifluoromethylsulfonyloxy)naphthalen-2-yl)-2-tert-butoxyacetate), C(C)(C)(C)[Li] (tert-butyllithium), CC(=O)O (AcOH), C[Si](C)(C)N=C=O (trimethylsilylisocyanate). Procedure details: A solution of (S)-ethyl 2-(4-bromo-3-methyl-1 (trifluoromethylsulfonyloxy)naphthalen-2-yl)-2-tert-butoxyacetate (200 mg, 0.380 mmol) in dry THF (7.6 mL) was cooled to −78° C. tert-butyllithium (1.7 M in pentane, 446 μL, 0.759 mmol) was added dropwise under N2 over 3 min. 10 min later, trimethylsilylisocyanate (62.0 μL, 0.456 mmol) was quickly added. The reaction was warmed to 23° C. After 1 h, the system was treated with glacial AcOH (87.0 μL, 1.52 mmol) followed by EtOH (absolute, 1.9 mL). The ... The reactants are OC=1C=C2C=CC(=CC2=CC1)B(O)O (6-hydroxynaphthalen-2-ylboronic acid), BrC1=NC=C(C(=O)OC)C=C1 (methyl 6-bromonicotinate), C([O-])([O-])=O.[Na+].[Na+] (sodium carbonate). The reagents and catalysts are C1=CC=C(C=C1)P([C-]2C=CC=C2)C3=CC=CC=C3.C1=CC=C(C=C1)P([C-]2C=CC=C2)C3=CC=CC=C3.Cl[Pd]Cl.[Fe+2] (Pd(dppf)Cl2). The solvent is COCCOC.O (DME water). Run at temperature 120 celsius. The product is OC=1C=C2C=CC(=CC2=CC1)C1=NC=C(C(=O)OC)C=C1 (methyl 6-(6-hydroxynaphthalen-2-yl)nicotinate). As a reaction SMILES: [OH:1][C:2]1[CH:3]=[C:4]2[C:9](=[CH:10][CH:11]=1)[CH:8]=[C:7](B(O)O)[CH:6]=[CH:5]2.Br[C:16]1[CH:25]=[CH:24][C:19]([C:20]([O:22][CH3:23])=[O:21])=[CH:18][N:17]=1.C(=O)([O-])[O-].[Na+].[Na+]>COCCOC.O.C1C=CC(P(C2C=CC=CC=2)[C-]2C=CC=C2)=CC=1.C1C=CC(P(C2C=CC=CC=2)[C-]2C=CC=C2)=CC=1.Cl[Pd]Cl.[Fe+2]>[OH:1][C:2]1[CH:3]=[C:4]2[C:9](=[CH:10][CH:11]=1)[CH:8]=[C:7]([C:16]1[CH:25]=[CH:24][C:19]([C:20]([O:22][CH3:23])=[O:21])=[CH:18][N:17]=1)[CH:6]=[CH:5]2 |f:2.3.4,5.6,7.8.9.10|. Procedure details: A mixture of 6-hydroxynaphthalen-2-ylboronic acid (250 mg, 1.33 mmol), methyl 6-bromonicotinate (260 mg, 1.21 mmol), Pd(dppf)Cl2 (90 mg, 0.12 mmol) and sodium carbonate (205 mg, 2.41 mmol) in DME/water (3 mL/1 mL) was heated to 120° C. by microwave for 1 h. Then the mixture was partitioned with water (10 mL) and EA (20 mL). The precipitate was filtered off. The organic phase was separated, washed with brine (15 mL), dried over Na2SO4 and concentrated to afford product (crude, 380 mg) as a brown ... The reactants are ice, O=P(Cl)(Cl)Cl (phosphorus oxytrichloride), [OH-].[Na+] (sodium hydroxide), [H][H] (hydrogen), C1=CC=CC=2NC3=C(NC(C21)=O)C=CC=C3 (5,10-dihydro-11H-dibenzo[b,e][1,4]diazepin-11-one), [Na] (sodium), [H-].[Na+] (sodium hydride), CN(C=O)C (dimethylformamide). Reaction conditions: temperature 0 celsius, time 20 hour. The product is CN1CC=C(CC1)CC(=O)N1C2=C(NC(C3=C1C=CC=C3)=O)C=CC=C2 (5,10-dihydro-5-[(1-methyl-1,2,5,6-tetrahydro-4-pyridinyl)acetyl]-11H-dibenzo[b,e][1,4]diazepin-11-one). RXN SMILES: [H-].[Na+].[H][H].[CH:5]1[C:15]2[C:14](=[O:16])[NH:13][C:12]3[CH:17]=[CH:18][CH:19]=[CH:20][C:11]=3[NH:10][C:9]=2[CH:8]=[CH:7][CH:6]=1.[Na].O=P(Cl)(Cl)Cl.[OH-:27].[Na+].[CH3:29][N:30]([CH3:33])[CH:31]=O>>[CH3:29][N:30]1[CH2:33][CH2:5][C:15]([CH2:9][C:8]([N:10]2[C:9]3[CH:8]=[CH:7][CH:6]=[CH:5][C:15]=3[C:14](=[O:16])[NH:13][C:12]3[CH:17]=[CH:18][CH:19]=[CH:20][C:11]2=3)=[O:27])=[CH:14][CH2:31]1 |f:0.1,6.7,^1:20|. Procedure: A mixture of 0.97 g (6.25 mol) of 1-methyl-1,2,5,6-tetrahydro-4-pyridinoacetic acid and 0.20 g (6.25 mmol) of 75% sodium hydride (in paraffin oil) in 16 ml of dimethylformamide was heated to 50°-80° C. until the development of hydrogen had ceased (2 to 3 hours). 1.312 g (6.24 mmol) of 5,10-dihydro-11H-dibenzo[b,e][1,4]diazepin-11-one was added to the sodium salt of the acid thus produced and at -10° C. 0.99 g of 98% phosphorus oxytrichloride was added dropwise within 10 minutes. The resulting mi... Reactants: ClCCCCBr, CCC1=COc2ccccc2C(=O)N1, CN(C)C=O, [H-], [Na+]. Product: CCC1=COc2ccccc2C(=O)N1CCCCCl. As a reaction SMILES: [Br:17][CH2:18][CH2:19][CH2:20][CH2:21][Cl:22].[CH2:1]([CH3:2])[C:3]1=[CH:4][O:5][c:6]2[c:7]([cH:11][cH:12][cH:13][cH:14]2)[C:8](=[O:10])[NH:9]1.[CH3:23][N:24]([CH3:25])[CH:26]=[O:27].[H-:15].[Na+:16]>>[CH2:1]([CH3:2])[C:3]1=[CH:4][O:5][c:6]2[c:7]([cH:11][cH:12][cH:13][cH:14]2)[C:8](=[O:10])[N:9]1[CH2:18][CH2:19][CH2:20][CH2:21][Cl:22].